From a dataset of the Open Reaction Database (ORD), a public repository of structured organic reaction records. describe an organic reaction: reactants, conditions, products, and yield Reactants: CCOC(=O)c1c(C)cn2ccsc12, CCO, [Na+], [OH-], O. The product is Cc1cn2ccsc2c1C(=O)O. RXN SMILES: [CH2:1]([CH3:2])[O:3][C:4](=[O:5])[c:6]1[c:7]([CH3:14])[cH:8][n:9]2[c:10]1[s:11][cH:12][cH:13]2.[CH3:17][CH2:18][OH:19].[Na+:16].[OH-:15].[OH2:20]>>[O:3]=[C:4]([OH:5])[c:6]1[c:7]([CH3:14])[cH:8][n:9]2[c:10]1[s:11][cH:12][cH:13]2. Reactants: ClC1=CC=C(C=N1)C(=O)Cl (6-chloropyridine-3-carbonyl chloride), NC=1C=C(C=CC1Cl)NC(C1=CC(=CC(=C1)N1CCOCC1)F)=O (N-(3-amino-4-chlorophenyl)-3-fluoro-5-morpholinobenzamide). The product is ClC1=CC=C(C=N1)C(=O)NC1=C(C=CC(=C1)NC(C1=CC(=CC(=C1)N1CCOCC1)F)=O)Cl (6-chloro-N-[2-chloro-5-(3-fluoro-5-morpholinobenzamido)phenyl]pyridine-3-carboxamide). The yield is 48.0%. RXN SMILES: [Cl:1][C:2]1[N:7]=[CH:6][C:5]([C:8](Cl)=[O:9])=[CH:4][CH:3]=1.[NH2:11][C:12]1[CH:13]=[C:14]([NH:19][C:20](=[O:34])[C:21]2[CH:26]=[C:25]([N:27]3[CH2:32][CH2:31][O:30][CH2:29][CH2:28]3)[CH:24]=[C:23]([F:33])[CH:22]=2)[CH:15]=[CH:16][C:17]=1[Cl:18]>>[Cl:1][C:2]1[N:7]=[CH:6][C:5]([C:8]([NH:11][C:12]2[CH:13]=[C:14]([NH:19][C:20](=[O:34])[C:21]3[CH:26]=[C:25]([N:27]4[CH2:32][CH2:31][O:30][CH2:29][CH2:28]4)[CH:24]=[C:23]([F:33])[CH:22]=3)[CH:15]=[CH:16][C:17]=2[Cl:18])=[O:9])=[CH:4][CH:3]=1. Procedure: Using an analogous procedure to that described in Example 2, 6-chloropyridine-3-carbonyl chloride was reacted with N-(3-amino-4-chlorophenyl)-3-fluoro-5-morpholinobenzamide to give the title compound in 48% yield; NMR Spectrum: (DMSOd6) 3.23 (m, 4H), 3.74 (m, 4H), 6.97 (d, 1H), 7.12 (d, 1H), 7.26 (s, 1H), 7.54 (d, 1H), 7.71 (d, 2H), 8.07 (s, 1H), 8.35 (d, 1H), 8.95 (s, 1H), 10.37 (m, 2H); Mass Spectrum: M+H+ 487. Starting materials: CC(C)N(CCCCOCc1ccccc1F)C(=O)OC(C)(C)C, Fc1ccc(Cl)cc1CBr. The product is CC(C)N(CCCCOCc1cc(Cl)ccc1F)C(=O)OC(C)(C)C. Reaction SMILES: [F:1][c:2]1[c:3]([CH2:4][O:5][CH2:6][CH2:7][CH2:8][CH2:9][N:10]([CH:11]([CH3:12])[CH3:13])[C:14](=[O:15])[O:16][C:17]([CH3:18])([CH3:19])[CH3:20])[cH:21][cH:22][cH:23][cH:24]1.[F:25][c:26]1[cH:27][cH:28][c:29]([Cl:34])[cH:30][c:31]1[CH2:32][Br:33]>>[F:1][c:2]1[c:3]([CH2:4][O:5][CH2:6][CH2:7][CH2:8][CH2:9][N:10]([CH:11]([CH3:12])[CH3:13])[C:14](=[O:15])[O:16][C:17]([CH3:18])([CH3:19])[CH3:20])[cH:21][c:22]([Cl:34])[cH:23][cH:24]1. Reactants: CC=1NC2=CC=C(C=C2C1)C (2,5-dimethylindole), ClC1=CC=NC2=C(C=CC=C12)F (4-chloro-8-fluoroquinoline). Product: Cl.CC=1NC2=CC=C(C=C2C1C1=CC=NC2=C(C=CC=C12)F)C (4-(2,5-Dimethyl-1H-indol-3-yl)-8-fluoroquinoline, hydrochloride). Reaction SMILES: [CH3:1][C:2]1[NH:3][C:4]2[C:9]([CH:10]=1)=[CH:8][C:7]([CH3:11])=[CH:6][CH:5]=2.[Cl:12][C:13]1[C:22]2[C:17](=[C:18]([F:23])[CH:19]=[CH:20][CH:21]=2)[N:16]=[CH:15][CH:14]=1>>[ClH:12].[CH3:1][C:2]1[NH:3][C:4]2[C:9]([C:10]=1[C:13]1[C:22]3[C:17](=[C:18]([F:23])[CH:19]=[CH:20][CH:21]=3)[N:16]=[CH:15][CH:14]=1)=[CH:8][C:7]([CH3:11])=[CH:6][CH:5]=2 |f:2.3|. Procedure: The sub-title compound was prepared by the method of Example 15 step a, using 2,5-dimethylindole and 4-chloro-8-fluoroquinoline. Reactants: C1=CC=CC=C1.CCCCCC (benzene hexane), [H][H] (hydrogen), CC(C)CCC[C@@H](C)CCC[C@@H](C)CCC\C(\C)=C\CO (Phytol). Reagents/catalysts: [Ni] (Ni). Solvent: C(C)O (ethanol), C(C)O (ethanol). The product is CC(C)CCCC(C)CCCC(C)CCCC(C)CCO (dihydrophytol). Yield: 81.9%. As a reaction SMILES: [CH3:1][CH:2]([CH2:4][CH2:5][CH2:6][C@H:7]([CH2:9][CH2:10][CH2:11][C@H:12]([CH2:14][CH2:15][CH2:16]/[C:17](=[CH:19]/[CH2:20][OH:21])/[CH3:18])[CH3:13])[CH3:8])[CH3:3].[H][H].C1C=CC=CC=1.CCCCCC>C(O)C.[Ni]>[CH3:3][CH:2]([CH2:4][CH2:5][CH2:6][CH:7]([CH2:9][CH2:10][CH2:11][CH:12]([CH2:14][CH2:15][CH2:16][CH:17]([CH2:19][CH2:20][OH:21])[CH3:18])[CH3:13])[CH3:8])[CH3:1] |f:2.3|. Procedure details: Phytol (30.0 g, 0.101 mol) was dissolved in 200 ml of ethanol. A suspension of 1.8 g of Raney-Ni (W-1) in 5 ml of ethanol was added thereto, and hydrogenation was carried out under hydrogen for about 5 hours so that 2405 ml of hydrogen (theoretical volume at 24° C.; 2465 ml) was absorbed. After filtering off the catalyst through a filter paper, the ethanol was evaporated. Yield 29.9 g. Silica gel column chromatography with benzene-hexane (1:1) gave 24.7 g of the title compound (yield 82.3%).